This data is from the Open Reaction Database (ORD), a public repository of structured organic reaction records. The task is: describe an organic reaction: reactants, conditions, products, and yield Reactants: O (Water), C[Al](C)C (Trimethylaluminum), BrC1=C(O[C@@H](C(=O)N)CC2=CC=CC=C2)C(=CC(=C1)C1=C2C=CC=CC2=C(C2=C1C1=C(S2)C=CC=C1)Br)Br ((R)-2-[2,6-dibromo-4-(6-bromo-benzo[b]naphtho[2,3-d]thiophen-11-yl)-phenoxy ]-3-phenyl-propionamide), C[Si](C)(C)N=[N+]=[N-] (Trimethylsilyl azide). The solvent is CCOCC (ether). Conditions: temperature 85 celsius. The product is BrC1=C(O[C@H](CC2=CC=CC=C2)C2=NN=NN2)C(=CC(=C1)C1=C2C=CC=CC2=C(C2=C1C1=C(S2)C=CC=C1)Br)Br ((R)-5-{1-[2,6-Dibromo-4-(6-bromo-benzo[b]naphtho[2,3-d]thiophen- 11-yl)-phenoxy]-2-phenyl-ethyl}-1 H-tetrazole). Yield: 56.5%. Reaction SMILES: C[Al](C)C.[Br:5][C:6]1[CH:23]=[C:22]([C:24]2[C:33]3[C:34]4[CH:40]=[CH:39][CH:38]=[CH:37][C:35]=4[S:36][C:32]=3[C:31]([Br:41])=[C:30]3[C:25]=2[CH:26]=[CH:27][CH:28]=[CH:29]3)[CH:21]=[C:20]([Br:42])[C:7]=1[O:8][C@H:9]([CH2:13][C:14]1[CH:19]=[CH:18][CH:17]=[CH:16][CH:15]=1)[C:10]([NH2:12])=O.C[Si]([N:47]=[N+:48]=[N-:49])(C)C.O>CCOCC>[Br:42][C:20]1[CH:21]=[C:22]([C:24]2[C:33]3[C:34]4[CH:40]=[CH:39][CH:38]=[CH:37][C:35]=4[S:36][C:32]=3[C:31]([Br:41])=[C:30]3[C:25]=2[CH:26]=[CH:27][CH:28]=[CH:29]3)[CH:23]=[C:6]([Br:5])[C:7]=1[O:8][C@@H:9]([C:10]1[NH:49][N:48]=[N:47][N:12]=1)[CH2:13][C:14]1[CH:19]=[CH:18][CH:17]=[CH:16][CH:15]=1. Procedure details: Trimethylaluminum (7.24 mL, 14.4 mmol, 2.0 M solution in toluene) was added to (R)-2-[2,6-dibromo-4-(6-bromo-benzo[b]naphtho[2,3-d]thiophen-11-yl)-phenoxy ]-3-phenyl-propionamide (1.33 g, 1.93 mmol) under a dry nitrogen atmosphere. Trimethylsilyl azide (1.92 mL, 14.4 mmol) was then added and the solution was heated in a 85° C. oil bath. After 7 h the reaction mixture was cooled to room temperature and diluted with ether. Water was cautiously added and after bubbling subsided, the mixture was par... The reactants are C1(CC1)C=1N=C(C2=C(N1)C(=NN2C)C)O (5-cyclopropyl-1,3-dimethyl-1H-pyrazolo[4,3-d]pyrimidin-7-ol), P(Cl)(Cl)(Cl)(Cl)Cl (phosphorus pentachloride). Solvent: P(=O)(Cl)(Cl)Cl (phosphorus oxychloride). The product is ClC=1C2=C(N=C(N1)C1CC1)C(=NN2C)C (7-chloro-5-cyclopropyl-1,3-dimethyl-pyrazolo[4,3-d]pyrimidine). The yield is 89.2%. Reaction SMILES: [CH:1]1([C:4]2[N:5]=[C:6](O)[C:7]3[N:12]([CH3:13])[N:11]=[C:10]([CH3:14])[C:8]=3[N:9]=2)[CH2:3][CH2:2]1.P(Cl)(Cl)(Cl)(Cl)[Cl:17]>P(Cl)(Cl)(Cl)=O>[Cl:17][C:6]1[C:7]2[N:12]([CH3:13])[N:11]=[C:10]([CH3:14])[C:8]=2[N:9]=[C:4]([CH:1]2[CH2:3][CH2:2]2)[N:5]=1. Procedure details: A mixture of 5-cyclopropyl-1,3-dimethyl-1H-pyrazolo[4,3-d]pyrimidin-7-ol (14.3 g, 0.07 mol) and 18 g (0.088 mol) phosphorus pentachloride in 150 ml of phosphorus oxychloride is stirred under reflux for seven hours and evaporated in vacuo. The residue is dissolved in methylene dichloride and stirred with a saturated aqueous solution of NaHCO3. The organic layer is separated, dried (MgSO4), and evaporated in vacuo to give 13.9 g (84%) of 7-chloro-5-cyclopropyl-1,3-dimethyl-pyrazolo[4,3-d]pyrimidin... Starting materials: C(#N)C1=CC=C(C=C1)N1CCC(CC1)=O (1-(4-cyanophenyl)-4-piperidone), [N+](=O)([O-])C1=CC=C(C=C1)N1CCNCC1 (1-(4-nitrophenyl)piperazine). Product: C(#N)C1=CC=C(C=C1)N1CCC(CC1)N1CCN(CC1)C1=CC=C(C=C1)[N+](=O)[O-] (N-[1-(4-Cyanophenyl)-4-piperidinyl)-N'-(4-nitrophenyl)piperazine). RXN SMILES: [C:1]([C:3]1[CH:8]=[CH:7][C:6]([N:9]2[CH2:14][CH2:13][C:12](=O)[CH2:11][CH2:10]2)=[CH:5][CH:4]=1)#[N:2].[N+:16]([C:19]1[CH:24]=[CH:23][C:22]([N:25]2[CH2:30][CH2:29][NH:28][CH2:27][CH2:26]2)=[CH:21][CH:20]=1)([O-:18])=[O:17]>>[C:1]([C:3]1[CH:8]=[CH:7][C:6]([N:9]2[CH2:14][CH2:13][CH:12]([N:28]3[CH2:29][CH2:30][N:25]([C:22]4[CH:21]=[CH:20][C:19]([N+:16]([O-:18])=[O:17])=[CH:24][CH:23]=4)[CH2:26][CH2:27]3)[CH2:11][CH2:10]2)=[CH:5][CH:4]=1)#[N:2]. Procedure: 2.5 g of 1-(4-cyanophenyl)-4-piperidone [cf. Taylor et al., Synthesis (1981) 606] and 5.2 g of 1-(4-nitrophenyl)piperazine were reacted as in Example 1. Reactants: CCOC(Cc1ccc(OCc2nc(-c3ccccc3)oc2C)cc1Cl)C(=O)OC, [Li+], [OH-]. Yields the product CCOC(Cc1ccc(OCc2nc(-c3ccccc3)oc2C)cc1Cl)C(=O)O. Reaction SMILES: [CH3:1][O:2][C:3]([CH:4]([CH2:5][c:6]1[c:7]([Cl:26])[cH:8][c:9]([O:12][CH2:13][c:14]2[n:15][c:16](-[c:20]3[cH:21][cH:22][cH:23][cH:24][cH:25]3)[o:17][c:18]2[CH3:19])[cH:10][cH:11]1)[O:27][CH2:28][CH3:29])=[O:30].[Li+:32].[OH-:31]>>[O:2]=[C:3]([CH:4]([CH2:5][c:6]1[c:7]([Cl:26])[cH:8][c:9]([O:12][CH2:13][c:14]2[n:15][c:16](-[c:20]3[cH:21][cH:22][cH:23][cH:24][cH:25]3)[o:17][c:18]2[CH3:19])[cH:10][cH:11]1)[O:27][CH2:28][CH3:29])[OH:30]. Starting materials: CC(=O)O[BH-](OC(C)=O)OC(C)=O, CCc1nc2ccccc2n1-c1nc(N2CCOCC2)c2nc(CN3CC4CC3CN4)n(C)c2n1, [Na+], O=C1COC1. Product: CCc1nc2ccccc2n1-c1nc(N2CCOCC2)c2nc(CN3CC4CC3CN4C3COC3)n(C)c2n1. RXN SMILES: [C:41]([O:42][BH-:43]([O:44][C:45](=[O:46])[CH3:47])[O:48][C:49](=[O:50])[CH3:51])(=[O:52])[CH3:53].[CH:1]12[N:2]([CH2:8][c:9]3[n:10]([CH3:35])[c:11]4[n:12][c:13](-[n:24]5[c:25]([CH2:33][CH3:34])[n:26][c:27]6[c:28]5[cH:29][cH:30][cH:31][cH:32]6)[n:14][c:15]([N:18]5[CH2:19][CH2:20][O:21][CH2:22][CH2:23]5)[c:16]4[n:17]3)[CH2:3][CH:4]([NH:5][CH2:6]1)[CH2:7]2.[Na+:54].[O:36]1[CH2:37][C:38](=[O:40])[CH2:39]1>>[CH:1]12[N:2]([CH2:8][c:9]3[n:10]([CH3:35])[c:11]4[n:12][c:13](-[n:24]5[c:25]([CH2:33][CH3:34])[n:26][c:27]6[c:28]5[cH:29][cH:30][cH:31][cH:32]6)[n:14][c:15]([N:18]5[CH2:19][CH2:20][O:21][CH2:22][CH2:23]5)[c:16]4[n:17]3)[CH2:3][CH:4]([N:5]([CH:38]3[CH2:37][O:36][CH2:39]3)[CH2:6]1)[CH2:7]2. As a reaction SMILES: C[O:2][C:3](=[O:32])[C@@H:4]([O:29][CH2:30][CH3:31])[CH2:5][C:6]1[CH:11]=[CH:10][C:9]([O:12][CH2:13][C:14]2[N:15]=[C:16]([C:20]3[CH:25]=[CH:24][C:23]([F:26])=[C:22]([CH3:27])[CH:21]=3)[O:17][C:18]=2[CH3:19])=[CH:8][C:7]=1[Cl:28].[Li+].[OH-]>>[Cl:28][C:7]1[CH:8]=[C:9]([O:12][CH2:13][C:14]2[N:15]=[C:16]([C:20]3[CH:25]=[CH:24][C:23]([F:26])=[C:22]([CH3:27])[CH:21]=3)[O:17][C:18]=2[CH3:19])[CH:10]=[CH:11][C:6]=1[CH2:5][C@H:4]([O:29][CH2:30][CH3:31])[C:3]([OH:32])=[O:2] |f:1.2|. Reported procedure: In analogy to the procedure described in example 1 g], (S)-3-{2-chloro-4-[2-(4-fluoro-3-methyl-phenyl)-5-methyl-oxazol-4-ylmethoxy]-phenyl}-2-ethoxy-propionic acid methyl ester was treated with LiOH to obtain (S)-3-{2-chloro-4-[2-(4-fluoro-3-methyl-phenyl)-5-methyl-oxazol-4-ylmethoxy]-phenyl}-2-ethoxy-propionic acid as colorless solid. Starting materials: COC([C@H](CC1=C(C=C(C=C1)OCC=1N=C(OC1C)C1=CC(=C(C=C1)F)C)Cl)OCC)=O ((S)-3-{2-chloro-4-[2-(4-fluoro-3-methyl-phenyl)-5-methyl-oxazol-4-ylmethoxy]-phenyl}-2-ethoxy-propionic acid methyl ester), [Li+].[OH-] (LiOH). Yields the product ClC1=C(C=CC(=C1)OCC=1N=C(OC1C)C1=CC(=C(C=C1)F)C)C[C@@H](C(=O)O)OCC ((S)-3-{2-chloro-4-[2-(4-fluoro-3-methyl-phenyl)-5-methyl-oxazol-4-ylmethoxy]-phenyl}-2-ethoxy-propionic acid). Reactants: COC=1C=C2CCC(C(C2=CC1)=O)C/C=C/C=O ((E)-4-(6-methoxy-1-oxo-tetralin-2-yl)but-2-enal), FC1=C(C=CC=C1)CNC=CC(C)=O (4-[(2-fluorophenyl)methylamino]but-3-en-2-one). The product is C(C)(=O)C1=CN(C=CC1CC1C(C2=CC=C(C=C2CC1)OC)=O)CC1=C(C=CC=C1)F (2-[[3-acetyl-1-[(2-fluorophenyl)methyl]-4H-pyridin-4-yl]methyl]-6-methoxy-tetralin-1-one). RXN SMILES: [CH3:1][O:2][C:3]1[CH:4]=[C:5]2[C:10](=[CH:11][CH:12]=1)[C:9](=[O:13])[CH:8]([CH2:14]/[CH:15]=[CH:16]/[CH:17]=O)[CH2:7][CH2:6]2.[F:19][C:20]1[CH:25]=[CH:24][CH:23]=[CH:22][C:21]=1[CH2:26][NH:27][CH:28]=[CH:29][C:30](=[O:32])[CH3:31]>>[C:30]([C:29]1[CH:15]([CH2:14][CH:8]2[CH2:7][CH2:6][C:5]3[C:10](=[CH:11][CH:12]=[C:3]([O:2][CH3:1])[CH:4]=3)[C:9]2=[O:13])[CH:16]=[CH:17][N:27]([CH2:26][C:21]2[CH:22]=[CH:23][CH:24]=[CH:25][C:20]=2[F:19])[CH:28]=1)(=[O:32])[CH3:31]. Procedure: The title compound 55 is prepared according to the procedure reported in step D of Example 8 with aldehyde 54 (100 mg, 0.41 mmol) and enamine 56 (115 mg, 0.59 mmol) as reactants. Purification by column chromatography on SiO2 (Petroleum/EtOAc=2:1) afford the title compound 55 as a yellow solid. (Yield 0.11 g, 65%). The reactants are NC=1C(=C(C(=C(C1I)C(=O)O)I)C(=O)O)I (5-amino-2,4,6-triiodo-1,3-benzenedicarboxylic acid), C1(=CC=CC=C1)C (toluene). Product: N1=CC=CC2=CC=CC=C12 (quinoline). Reported procedure: According to the procedure described in Example 1, the reaction is carried out with the same amounts of 5-amino-2,4,6-triiodo-1,3-benzenedicarboxylic acid using toluene instead of meta-xylene, with quinoline, giving a yield of 92.3%. Reaction SMILES: [NH2:1][C:2]1C(I)=C(C(O)=O)C(I)=C(C(O)=O)[C:7]=1I.[C:17]1([CH3:23])[CH:22]=[CH:21][CH:20]=[CH:19][CH:18]=1>>[N:1]1[C:22]2[C:17](=[CH:18][CH:19]=[CH:20][CH:21]=2)[CH:23]=[CH:7][CH:2]=1. The yield is 92.3%. Starting materials: ClC1=CC=C(OC(C(=O)O)(C)C)C=C1 (2-(p-chlorophenoxy) isobutyric acid), C([O-])(O)=O.[Na+] (sodium bicarbonate), OCCN1C=NC=2N(C(N(C)C(C12)=O)=O)C (7-hydroxyethyltheophylline), O (water). Reagents/catalysts: C1(=CC=C(C=C1)S(=O)(=O)O)C (p-toluenesulfonic acid). The solvent is C=1(C(=CC=CC1)C)C (xylene). The product is ClC1=CC=C(OC(C(=O)OCCN2C=NC=3N(C(N(C)C(C23)=O)=O)C)(C)C)C=C1 (1-(7-theophyllinyl)-2-ethyl [2-(p-chlorophenoxy)-isobutyrate]). Yield: 55.1%. As a reaction SMILES: [Cl:1][C:2]1[CH:14]=[CH:13][C:5]([O:6][C:7]([CH3:12])([CH3:11])[C:8]([OH:10])=[O:9])=[CH:4][CH:3]=1.O[CH2:16][CH2:17][N:18]1[C:27]2[C:26](=[O:28])[N:24]([CH3:25])[C:23](=[O:29])[N:22]([CH3:30])[C:21]=2[N:20]=[CH:19]1.O.C(=O)(O)[O-].[Na+]>C1(C)C(C)=CC=CC=1.C1(C)C=CC(S(O)(=O)=O)=CC=1>[Cl:1][C:2]1[CH:3]=[CH:4][C:5]([O:6][C:7]([CH3:12])([CH3:11])[C:8]([O:10][CH2:16][CH2:17][N:18]2[C:27]3[C:26](=[O:28])[N:24]([CH3:25])[C:23](=[O:29])[N:22]([CH3:30])[C:21]=3[N:20]=[CH:19]2)=[O:9])=[CH:13][CH:14]=1 |f:3.4|. Reported procedure: 107.3 g (0.5 mol) 2-(p-chlorophenoxy) isobutyric acid and 56.0 g (0.25 mol) 7-hydroxyethyltheophylline were suspended together in 250 ml xylene and heated for 15 hours in a water separator after addition of 1.5 g p-toluenesulfonic acid. The solution was next agitated with dilute sodium bicarbonate solution (0.5 mol NaHCO3), waterwashed and evaporated in a rotary evaporator. The residue was crystallized from isopropanol, yielding 58.0 g (55% yield) 1-(7-theophyllinyl)-2-ethyl [2-(p-chlorophenoxy)...